This data is from the Open Reaction Database (ORD), a public repository of structured organic reaction records. The task is: describe an organic reaction: reactants, conditions, products, and yield Reactants: C=C(C)C1(CC(C)C)CCN(CC(=O)OCC)C1=O, CN, CCO. The product is C=C(C)C1(CC(C)C)CCN(CC(=O)NC)C1=O. Reaction SMILES: [CH3:1][CH:2]([CH2:3][C:4]1([C:16](=[CH2:17])[CH3:18])[C:5](=[O:15])[N:6]([CH2:9][C:10](=[O:11])[O:12][CH2:13][CH3:14])[CH2:7][CH2:8]1)[CH3:19].[CH3:20][NH2:21].[CH3:22][CH2:23][OH:24]>>[CH3:1][CH:2]([CH2:3][C:4]1([C:16](=[CH2:17])[CH3:18])[C:5](=[O:15])[N:6]([CH2:9][C:10](=[O:11])[NH:21][CH3:20])[CH2:7][CH2:8]1)[CH3:19]. Reactants: FC=1C=C(C=CC1[N+](=O)[O-])O (3-fluoro-4-nitrophenol), CS(=O)(=O)[O-] (methanesulfonate), C(C)N(CCCO)CC (3-diethylamino-1-propanol), C(=O)([O-])[O-].[K+].[K+] (K2CO3). The solvent is CN(C)C=O (DMF). The product is FC1=C(C=CC(=C1)OCCCN(CC)CC)[N+](=O)[O-] (2-fluoro-4-(3-diethylamino-1-propoxy)nitrobenzene). RXN SMILES: [F:1][C:2]1[CH:3]=[C:4]([OH:11])[CH:5]=[CH:6][C:7]=1[N+:8]([O-:10])=[O:9].CS([O-])(=O)=O.[CH2:17]([N:19]([CH2:24][CH3:25])[CH2:20][CH2:21][CH2:22]O)[CH3:18].C([O-])([O-])=O.[K+].[K+]>CN(C=O)C>[F:1][C:2]1[CH:3]=[C:4]([O:11][CH2:22][CH2:21][CH2:20][N:19]([CH2:24][CH3:25])[CH2:17][CH3:18])[CH:5]=[CH:6][C:7]=1[N+:8]([O-:10])=[O:9] |f:3.4.5|. Reported procedure: A solution of 3-fluoro-4-nitrophenol (2 mmol) and methanesulfonate of 3-diethylamino-1-propanol (2.5 mmol) in DMF (4 mL) is added with K2CO3 (4 mmol) and heated following the general procedure III (Step A). The product, 2-fluoro-4-(3-diethylamino-1-propoxy)nitrobenzene is obtained (470 mg) after purification using silica gel column chromatography. The reactants are CC(C)CCCC(C)C1CCC2(C#N)C3C(O)CC4C(C)(C)C(OC(=O)c5ccccc5)CCC4(C)C3CCC12C, ClCCl. Product: CC(C)CCCC(C)C1CCC2(C#N)C3C=CC4C(C)(C)C(OC(=O)c5ccccc5)CCC4(C)C3CCC12C. As a reaction SMILES: [C:1]([c:2]1[cH:3][cH:4][cH:5][cH:6][cH:7]1)(=[O:8])[O:9][CH:10]1[C:11]([CH3:40])([CH3:41])[CH:12]2[CH2:13][CH:14]([OH:39])[CH:15]3[C:16]4([C:37]#[N:38])[CH2:17][CH2:18][CH:19]([CH:20]([CH2:21][CH2:22][CH2:23][CH:24]([CH3:25])[CH3:26])[CH3:27])[C:28]4([CH3:36])[CH2:29][CH2:30][CH:31]3[C:32]2([CH3:35])[CH2:33][CH2:34]1.[Cl:42][CH2:43][Cl:44]>>[C:1]([c:2]1[cH:3][cH:4][cH:5][cH:6][cH:7]1)(=[O:8])[O:9][CH:10]1[C:11]([CH3:40])([CH3:41])[CH:12]2[CH:13]=[CH:14][CH:15]3[C:16]4([C:37]#[N:38])[CH2:17][CH2:18][CH:19]([CH:20]([CH2:21][CH2:22][CH2:23][CH:24]([CH3:25])[CH3:26])[CH3:27])[C:28]4([CH3:36])[CH2:29][CH2:30][CH:31]3[C:32]2([CH3:35])[CH2:33][CH2:34]1. Starting materials: C1OC=2C=C(CCN)C=CC2O1 (3,4-methylenedioxyphenethylamine), ClC=1C2=C(N=C(N1)C1=CC=NC=C1)SC(=C2)C (4-chloro-2-(pyridin-4-yl)-6-methyl-thieno-[2,3-d]-pyrimidine). Yields the product N1=CC=C(C=C1)C=1N=C(C2=C(N1)SC(=C2)C)NCCC2=CC1=C(C=C2)OCO1 (2-(pyridin-4-yl)-4-(3,4-methylenedioxyphenethylamino)-6-methyl-thieno-[2,3-d]-pyrimidine). As a reaction SMILES: [CH2:1]1[O:12][C:11]2[CH:10]=[CH:9][C:5]([CH2:6][CH2:7][NH2:8])=[CH:4][C:3]=2[O:2]1.Cl[C:14]1[C:15]2[CH:28]=[C:27]([CH3:29])[S:26][C:16]=2[N:17]=[C:18]([C:20]2[CH:25]=[CH:24][N:23]=[CH:22][CH:21]=2)[N:19]=1>>[N:23]1[CH:22]=[CH:21][C:20]([C:18]2[N:19]=[C:14]([NH:8][CH2:7][CH2:6][C:5]3[CH:9]=[CH:10][C:11]4[O:12][CH2:1][O:2][C:3]=4[CH:4]=3)[C:15]3[CH:28]=[C:27]([CH3:29])[S:26][C:16]=3[N:17]=2)=[CH:25][CH:24]=1. Reported procedure: With the procedure of Example 1, the reaction of 3,4-methylenedioxyphenethylamine with 4-chloro-2-(pyridin-4-yl)-6-methyl-thieno-[2,3-d]-pyrimidine yields 2-(pyridin-4-yl)-4-(3,4-methylenedioxyphenethylamino)-6-methyl-thieno-[2,3-d]-pyrimidine.